This data is from the Open Reaction Database (ORD), a public repository of structured organic reaction records. The task is: describe an organic reaction: reactants, conditions, products, and yield The reactants are CS(C)=O, N#C[Na], Cc1ccc(S(=O)(=O)OCCc2cccs2)cc1. Product: N#CCCc1cccs1. As a reaction SMILES: [CH3:22][S:23]([CH3:24])=[O:25].[Na:19][C:20]#[N:21].[c:1]1([CH3:2])[cH:3][cH:4][c:5]([S:6]([O:7][CH2:11][CH2:12][c:13]2[s:14][cH:15][cH:16][cH:17]2)(=[O:8])=[O:9])[cH:10][cH:18]1>>[CH2:11]([CH2:12][c:13]1[s:14][cH:15][cH:16][cH:17]1)[C:20]#[N:21]. Reactants: Cl.FC=1C=C(C(=N)N)C=CC1 (3-Fluorobenzamidine hydrochloride), C(C)OC(C(C(C)=O)=CN(C)C)=O (2-Dimethylaminomethylene-3-oxo-butyric acid ethyl ester). The solvent is CCO (EtOH). Run at time 15 minute. Product: C(C)OC(=O)C=1C(=NC(=NC1)C1=CC(=CC=C1)F)C (2-(3-fluoro-phenyl)-4-methyl-pyrimidine-5-carboxylic acid ethyl ester). Yield: 94.0%. Reaction SMILES: Cl.[F:2][C:3]1[CH:4]=[C:5]([CH:9]=[CH:10][CH:11]=1)[C:6]([NH2:8])=[NH:7].[CH2:12]([O:14][C:15](=[O:24])[C:16](=[CH:20]N(C)C)[C:17](=O)[CH3:18])[CH3:13]>CCO>[CH2:12]([O:14][C:15]([C:16]1[C:17]([CH3:18])=[N:7][C:6]([C:5]2[CH:9]=[CH:10][CH:11]=[C:3]([F:2])[CH:4]=2)=[N:8][CH:20]=1)=[O:24])[CH3:13] |f:0.1|. Reported procedure: Na° (0.66 g, 28.6 mmol) is added to anhydrous EtOH (100 mL) and stirred at room temperature for 15 min. 3-Fluorobenzamidine hydrochloride (4.87 g, 27.8 mmol) is added and the solution is stirred for 15 min. 2-Dimethylaminomethylene-3-oxo-butyric acid ethyl ester (5.3 g, 28.6 mmol,) is added and the reaction mixture is heated at reflux under N2 for 1 hours. The reaction is cooled to room temperature and concentrated in vacuo. The residue is dissolved in EtOAc (300 mL), washed with brine (2×100 mL... The reactants are O (water), C1=NC=CC=2C(=CC=CC12)S(=O)(=O)N[C@@H](CC1=CC=C(C=C1)OS(=O)(=O)C=1C=2C=CN=CC2C=CC1)C(=O)N1CCN(CC1)C1=CC=CC=C1 (1-[N,O-Bis(5-Isoquinolinesulfonyl)Tyrosyl]-4-Phenylpiperazine), CI (methyl iodide), [H-].[Na+] (sodium hydride). The solvent is CN(C=O)C (dimethylformamide). Reaction conditions: time 90 minute. The product is C1=NC=CC=2C(=CC=CC12)S(=O)(=O)N([C@@H](CC1=CC=C(C=C1)OS(=O)(=O)C=1C=2C=CN=CC2C=CC1)C(=O)N1CCN(CC1)C1=CC=CC=C1)C (1-[N,O-Bis(5-Isoquinolinesulfonyl)-N-Methyltyrosyl]-4-Phenylpiperazine). Reaction SMILES: [CH:1]1[C:10]2[CH:9]=[CH:8][CH:7]=[C:6]([S:11]([NH:14][C@H:15]([C:37]([N:39]3[CH2:44][CH2:43][N:42]([C:45]4[CH:50]=[CH:49][CH:48]=[CH:47][CH:46]=4)[CH2:41][CH2:40]3)=[O:38])[CH2:16][C:17]3[CH:22]=[CH:21][C:20]([O:23][S:24]([C:27]4[C:28]5[CH:29]=[CH:30][N:31]=[CH:32][C:33]=5[CH:34]=[CH:35][CH:36]=4)(=[O:26])=[O:25])=[CH:19][CH:18]=3)(=[O:13])=[O:12])[C:5]=2[CH:4]=[CH:3][N:2]=1.[H-].[Na+].[CH3:53]I.O>CN(C)C=O>[CH:1]1[C:10]2[CH:9]=[CH:8][CH:7]=[C:6]([S:11]([N:14]([CH3:53])[C@H:15]([C:37]([N:39]3[CH2:40][CH2:41][N:42]([C:45]4[CH:46]=[CH:47][CH:48]=[CH:49][CH:50]=4)[CH2:43][CH2:44]3)=[O:38])[CH2:16][C:17]3[CH:18]=[CH:19][C:20]([O:23][S:24]([C:27]4[C:28]5[CH:29]=[CH:30][N:31]=[CH:32][C:33]=5[CH:34]=[CH:35][CH:36]=4)(=[O:25])=[O:26])=[CH:21][CH:22]=3)(=[O:12])=[O:13])[C:5]=2[CH:4]=[CH:3][N:2]=1 |f:1.2|. Procedure details: 2.27 g of the amorphous compound obtained in Example 108 was dissolved in 30 ml of dimethylformamide, to the solution were sequentially added 160 mg of 60% sodium hydride and 0.3 ml of methyl iodide with ice cooling, and the mixture was stirred for 90 minutes with ice cooling. After adding 80 ml of water, the reaction mixture was extracted with 100 ml of ethyl acetate, and the extract was washed with 80 ml of saturated sodium chloride aqueous solution, dried over magnesium sulfate and concentrat... Starting materials: [Br-], C[Mg+], CCOCC, CC(=O)CCCCCCCCC=C(F)F. The product is CC(C)(O)CCCCCCCCC=C(F)F. As a reaction SMILES: [Br-:16].[CH3:17][Mg+:18].[CH3:19][CH2:20][O:21][CH2:22][CH3:23].[F:1][C:2](=[CH:3][CH2:4][CH2:5][CH2:6][CH2:7][CH2:8][CH2:9][CH2:10][CH2:11][C:12](=[O:13])[CH3:14])[F:15]>>[F:1][C:2](=[CH:3][CH2:4][CH2:5][CH2:6][CH2:7][CH2:8][CH2:9][CH2:10][CH2:11][C:12]([OH:13])([CH3:14])[CH3:17])[F:15]. The reactants are Nc1ccc2c(c1)C(=O)NC2=O, N, [Na+], [OH-], O, [Zn]. The product is Nc1ccc2c(c1)COC2=O. As a reaction SMILES: [NH2:1][c:2]1[cH:3][c:4]2[c:5]([cH:11][cH:12]1)[C:6](=[O:7])[NH:8][C:9]2=[O:10].[NH3:15].[Na+:14].[OH-:13].[OH2:16].[Zn:17]>>[NH2:1][c:2]1[cH:3][c:4]2[c:5]([cH:11][cH:12]1)[C:6](=[O:7])[O:10][CH2:9]2.